Dataset: the Open Reaction Database (ORD), a public repository of structured organic reaction records. Task: describe an organic reaction: reactants, conditions, products, and yield RXN SMILES: OP(OP(O)(O)=O)(=O)O.[N:10]1[C:17]([NH2:18])=[N:16][C:14]([NH2:15])=[N:13][C:11]=1[NH2:12].N1C(N)=NC(N)=NC=1N.[ClH:28]>>[ClH:28].[ClH:28].[N:10]1[C:17]([NH2:18])=[N:16][C:14]([NH2:15])=[N:13][C:11]=1[NH2:12] |f:0.1,4.5.6|. The reactants are OP(O)(=O)OP(=O)(O)O.N1=C(N)N=C(N)N=C1N (Melamine pyrophosphate), N1=C(N)N=C(N)N=C1N (melamine), Cl (hydrochloric acid). Procedure details: Melamine pyrophosphate is conventionally prepared by heating an aqueous slurry of 2 moles of melamine in 4 moles of hydrochloric acid at 80°C to 90°C, forming a solution of melamine dihydrochloride. One mole of tetrasodium pyrophosphate is added, the temperature maintained for about 30 minutes, and the slurry quenched. The precipitated melamine pyrophosphate must be thoroughly washed to remove the by-product sodium chloride and dried. The process is described by Fessler in U.S. Pat. No. 3,914,19... Product: Cl.Cl.N1=C(N)N=C(N)N=C1N (melamine dihydrochloride). Procedure details: 4-((4-(Cyclopentyloxy)-5-(2-methylbenzo[d]oxazol-6-yl)-7-((2-(trimethylsilyl)ethoxy)methyl)-7H-pyrrolo[2,3-d]pyrimidin-2-yl)amino)-3-methoxy-N-(oxetan-3-yl)benzamide. To a degassed mixture of 6-(2-chloro-4-(cyclopentyloxy)-7-((2-(trimethylsilyl)ethoxy)methyl)-7H-pyrrolo[2,3-d]pyrimidin-5-yl)-2-methylbenzo[d]oxazole (1 equiv), 4-amino-3-methoxy-N-(oxetan-3-yl)benzamide (1.2 equiv) and cesium carbonate (3 equiv) in 1,4-dioxane (0.1 M) was added palladium acetate (0.2 equiv) and 2,2′-bis-diphenylph... Run in O1CCOCC1 (1,4-dioxane). Conditions: temperature 100 celsius, time 2 hour. The product is C1(CCCC1)OC=1C2=C(N=C(N1)NC1=C(C=C(C(=O)NC3COC3)C=C1)OC)NC=C2C2=CC1=C(N=C(O1)C)C=C2 (4-((4-(Cyclopentyloxy)-5-(2-methylbenzo[d]oxazol-6-yl)-7H-pyrrolo[2,3-d]pyrimidine-2-yl)amino)-3-methoxy-N-(oxetan-3-yl)benzamide). Reagents/catalysts: C(C)(=O)[O-].[Pd+2].C(C)(=O)[O-] (palladium acetate). RXN SMILES: [CH:1]1([O:6][C:7]2[C:8]3[C:31]([C:32]4[CH:41]=[CH:40][C:35]5[N:36]=[C:37]([CH3:39])[O:38][C:34]=5[CH:33]=4)=[CH:30][N:29](COCC[Si](C)(C)C)[C:9]=3[N:10]=[C:11]([NH:13][C:14]3[CH:26]=[CH:25][C:17]([C:18]([NH:20][CH:21]4[CH2:24][O:23][CH2:22]4)=[O:19])=[CH:16][C:15]=3[O:27][CH3:28])[N:12]=2)[CH2:5][CH2:4][CH2:3][CH2:2]1.ClC1N=C(OC2CCCC2)C2C(C3C=CC4N=C(C)OC=4C=3)=CN(COCC[Si](C)(C)C)C=2N=1.NC1C=CC(C(NC2COC2)=O)=CC=1OC.C(=O)([O-])[O-].[Cs+].[Cs+].C1(P(C2C=CC=CC=2)C2C=CC3C(=CC=CC=3)C=2C2C3C(=CC=CC=3)C=CC=2P(C2C=CC=CC=2)C2C=CC=CC=2)C=CC=CC=1>O1CCOCC1.C([O-])(=O)C.[Pd+2].C([O-])(=O)C>[CH:1]1([O:6][C:7]2[C:8]3[C:31]([C:32]4[CH:41]=[CH:40][C:35]5[N:36]=[C:37]([CH3:39])[O:38][C:34]=5[CH:33]=4)=[CH:30][NH:29][C:9]=3[N:10]=[C:11]([NH:13][C:14]3[CH:26]=[CH:25][C:17]([C:18]([NH:20][CH:21]4[CH2:22][O:23][CH2:24]4)=[O:19])=[CH:16][C:15]=3[O:27][CH3:28])[N:12]=2)[CH2:2][CH2:3][CH2:4][CH2:5]1 |f:3.4.5,8.9.10|. Reactants: C1(CCCC1)OC=1C2=C(N=C(N1)NC1=C(C=C(C(=O)NC3COC3)C=C1)OC)N(C=C2C2=CC1=C(N=C(O1)C)C=C2)COCC[Si](C)(C)C (4-((4-(Cyclopentyloxy)-5-(2-methylbenzo[d]oxazol-6-yl)-7-((2-(trimethylsilyl)ethoxy)methyl)-7H-pyrrolo[2,3-d]pyrimidin-2-yl)amino)-3-methoxy-N-(oxetan-3-yl)benzamide), C1(=CC=CC=C1)P(C1=C(C2=CC=CC=C2C=C1)C1=C(C=CC2=CC=CC=C12)P(C1=CC=CC=C1)C1=CC=CC=C1)C1=CC=CC=C1 (2,2′-bis-diphenylphosphanyl-[1,1′]binaphthalenyl), ClC=1N=C(C2=C(N1)N(C=C2C2=CC1=C(N=C(O1)C)C=C2)COCC[Si](C)(C)C)OC2CCCC2 (6-(2-chloro-4-(cyclopentyloxy)-7-((2-(trimethylsilyl)ethoxy)methyl)-7H-pyrrolo[2,3-d]pyrimidin-5-yl)-2-methylbenzo[d]oxazole), NC1=C(C=C(C(=O)NC2COC2)C=C1)OC (4-amino-3-methoxy-N-(oxetan-3-yl)benzamide), C([O-])([O-])=O.[Cs+].[Cs+] (cesium carbonate). Starting materials: BrC=1C=C2C=3N(C(C(NC3C1)=O)=O)[C@H]([C@@H](C2)C)CC(=O)O (trans-9-bromo-5-carboxymethyl-6-methyl-6,7-dihydro- 1H, 5 H-pyrido[1,2,3-de]quinoxaline-2,3-dione), C(C)OC(=O)C1=C(N)C=CC=C1 (o-ethoxycarbonylaniline). The product is BrC=1C=C2C=3N(C(C(NC3C1)=O)=O)[C@H]([C@@H](C2)C)CC(NC2=C(C=CC=C2)C(=O)OCC)=O (trans-9-Bromo-5-(o-ethoxycarbonylphenylcarbamoylmethyl)-6-methyl-6,7-dihydro-1H, 5H-pyrido[1,2,3-de]quinoxaline-2,3-dione). Yield: 34.3%. Reaction SMILES: [Br:1][C:2]1[CH:3]=[C:4]2[CH2:16][C@@H:15]([CH3:17])[C@H:14]([CH2:18][C:19](O)=[O:20])[N:6]3[C:7](=[O:13])[C:8](=[O:12])[NH:9][C:10]([CH:11]=1)=[C:5]23.[CH2:22]([O:24][C:25]([C:27]1[CH:33]=[CH:32][CH:31]=[CH:30][C:28]=1[NH2:29])=[O:26])[CH3:23]>>[Br:1][C:2]1[CH:3]=[C:4]2[CH2:16][C@@H:15]([CH3:17])[C@H:14]([CH2:18][C:19](=[O:20])[NH:29][C:28]3[CH:30]=[CH:31][CH:32]=[CH:33][C:27]=3[C:25]([O:24][CH2:22][CH3:23])=[O:26])[N:6]3[C:7](=[O:13])[C:8](=[O:12])[NH:9][C:10]([CH:11]=1)=[C:5]23. Procedure details: A procedure similar to that described in Example 52 was carried out with trans-9-bromo-5-carboxymethyl-6-methyl-6,7-dihydro- 1H, 5 H-pyrido[1,2,3-de]quinoxaline-2,3-dione (300 mg, 0,849 mmol) and o-ethoxycarbonylaniline (147 mg, 0.891 mmol) to give 153 mg of the title compound (36%): mp 238°~248° C.; 1H NMR (270 MHz, DMSO-d6) δ11.39 (s, 1H), 11.31 (s, 1H), 8.66 (d, 2H, J=8.4 Hz), 8.04 (dd, 1H, J=8.4, 1.7 Hz), 7.55 (td, 1H, J=8.4, 1.7 Hz), 7.35 (d, 1H, J=1.9 Hz), 7.19 (d, 1H, J=1.9 Hz), 7.11 (td,... The reactants are CS(=O)(=O)OCCN(CCCc1ccc(C#N)cc1)S(C)(=O)=O, CC(C)(C)OC(=O)N1CC2CNCC(C1)O2, CC#N, [K+], [K+], O=C([O-])[O-]. Product: CC(C)(C)OC(=O)N1CC2CN(CCN(CCCc3ccc(C#N)cc3)S(C)(=O)=O)CC(C1)O2. Reaction SMILES: [C:17](#[N:18])[c:19]1[cH:20][cH:21][c:22]([CH2:25][CH2:26][CH2:27][N:28]([CH2:29][CH2:30][O:31][S:32]([CH3:33])(=[O:34])=[O:35])[S:36](=[O:37])(=[O:38])[CH3:39])[cH:23][cH:24]1.[C:1]([CH3:2])([CH3:3])([CH3:4])[O:5][C:6](=[O:7])[N:8]1[CH2:9][CH:10]2[CH2:11][NH:12][CH2:13][CH:14]([CH2:15]1)[O:16]2.[CH3:46][C:47]#[N:48].[K+:40].[K+:41].[O-:42][C:43]([O-:44])=[O:45]>>[C:1]([CH3:2])([CH3:3])([CH3:4])[O:5][C:6](=[O:7])[N:8]1[CH2:9][CH:10]2[CH2:11][N:12]([CH2:30][CH2:29][N:28]([CH2:27][CH2:26][CH2:25][c:22]3[cH:21][cH:20][c:19]([C:17]#[N:18])[cH:24][cH:23]3)[S:36](=[O:37])(=[O:38])[CH3:39])[CH2:13][CH:14]([CH2:15]1)[O:16]2.